From a dataset of the Open Reaction Database (ORD), a public repository of structured organic reaction records. describe an organic reaction: reactants, conditions, products, and yield Starting materials: COC(=O)C1=NC=C(N=C1)C=O (5-formyl-pyrazine-2-carboxylic acid methyl ester), N1CCOCC1 (morpholine). Yields the product COC(=O)C1=NC=C(N=C1)CN1CCOCC1 (5-Morpholin-4-yimethyl-pyrazine-2-carboxylic acid methyl ester). RXN SMILES: [CH3:1][O:2][C:3]([C:5]1[CH:10]=[N:9][C:8]([CH:11]=O)=[CH:7][N:6]=1)=[O:4].[NH:13]1[CH2:18][CH2:17][O:16][CH2:15][CH2:14]1>>[CH3:1][O:2][C:3]([C:5]1[CH:10]=[N:9][C:8]([CH2:11][N:13]2[CH2:18][CH2:17][O:16][CH2:15][CH2:14]2)=[CH:7][N:6]=1)=[O:4]. Procedure details: The title compound was prepared in a manner similar to that described in Example 23, Step C, using 5-formyl-pyrazine-2-carboxylic acid methyl ester (0.78 g, 4.7 mmol) and morpholine (0.44 g, 5.2 mmol). Starting materials: CC(=O)O[BH-](OC(C)=O)OC(C)=O, O=C([O-])O, CC(=O)O, ClC(Cl)Cl, ClCCl, O=CCn1c(=O)ccc2ncc(F)cc21, [Na+], [Na+], O=C(N(Cc1cc2c(cn1)OCCO2)CC1CCCNC1)C(F)(F)F. The product is O=C(N(Cc1cc2c(cn1)OCCO2)CC1CCCN(CCn2c(=O)ccc3ncc(F)cc32)C1)C(F)(F)F. Reaction SMILES: [C:41]([O:42][BH-:43]([O:44][C:45](=[O:46])[CH3:47])[O:48][C:49](=[O:50])[CH3:51])(=[O:52])[CH3:53].[C:55](=[O:56])([O-:57])[OH:58].[CH3:67][C:68](=[O:69])[OH:70].[CH:63]([Cl:64])([Cl:65])[Cl:66].[Cl:60][CH2:61][Cl:62].[F:26][c:27]1[cH:28][n:29][c:30]2[cH:31][cH:32][c:33](=[O:40])[n:34]([CH2:37][CH:38]=[O:39])[c:35]2[cH:36]1.[Na+:54].[Na+:59].[O:1]1[CH2:2][CH2:3][O:4][c:5]2[cH:6][n:7][c:8]([CH2:11][N:12]([C:13]([C:14]([F:15])([F:16])[F:17])=[O:18])[CH2:19][CH:20]3[CH2:21][NH:22][CH2:23][CH2:24][CH2:25]3)[cH:9][c:10]21>>[O:1]1[CH2:2][CH2:3][O:4][c:5]2[cH:6][n:7][c:8]([CH2:11][N:12]([C:13]([C:14]([F:15])([F:16])[F:17])=[O:18])[CH2:19][CH:20]3[CH2:21][N:22]([CH2:38][CH2:37][n:34]4[c:33](=[O:40])[cH:32][cH:31][c:30]5[n:29][cH:28][c:27]([F:26])[cH:36][c:35]54)[CH2:23][CH2:24][CH2:25]3)[cH:9][c:10]21. The product is N(N)C1=NC=CC(=N1)C1=CC=CC=C1 (2-Hydrazino-4-phenylpyrimidine). Run in C(C)O (ethanol). Reported procedure: A solution of 1.0 g. of 2-methylsulfonyl-4-phenylpyrimidine in 25 ml. of absolute ethanol is treated with 0.34 g. of 95% hydrazine. The reaction mixture is refluxed for 6 hours and then cooled and the desired product is obtained by filtration, m.p. 116°-118° C. Reaction SMILES: CS([C:5]1[N:10]=[C:9]([C:11]2[CH:16]=[CH:15][CH:14]=[CH:13][CH:12]=2)[CH:8]=[CH:7][N:6]=1)(=O)=O.[NH2:17][NH2:18]>C(O)C>[NH:17]([C:5]1[N:10]=[C:9]([C:11]2[CH:16]=[CH:15][CH:14]=[CH:13][CH:12]=2)[CH:8]=[CH:7][N:6]=1)[NH2:18]. Starting materials: CS(=O)(=O)C1=NC=CC(=N1)C1=CC=CC=C1 (2-methylsulfonyl-4-phenylpyrimidine), NN (hydrazine). Starting materials: F[B-](F)(F)F, c1ccc2c(c1)CCNC2, CN(C)C=O, O=C(O)c1cc2cc(C(=O)N3CCN(C4CCCC4)CC3)ccc2[nH]1, CCN(C(C)C)C(C)C, Cl, CN(C)C(On1nnc2ccccc21)=[N+](C)C. The product is O=C(c1ccc2[nH]c(C(=O)N3CCc4ccccc4C3)cc2c1)N1CCN(C2CCCC2)CC1. RXN SMILES: [B-:27]([F:28])([F:29])([F:30])[F:31].[CH2:49]1[NH:50][CH2:51][CH2:52][c:53]2[cH:54][cH:55][cH:56][cH:57][c:58]21.[CH3:68][N:69]([CH3:70])[CH:71]=[O:72].[CH:1]1([N:6]2[CH2:7][CH2:8][N:9]([C:12](=[O:13])[c:14]3[cH:15][c:16]4[cH:17][c:18]([C:23](=[O:24])[OH:25])[nH:19][c:20]4[cH:21][cH:22]3)[CH2:10][CH2:11]2)[CH2:2][CH2:3][CH2:4][CH2:5]1.[CH:59]([N:60]([CH2:61][CH3:62])[CH:63]([CH3:64])[CH3:65])([CH3:66])[CH3:67].[ClH:26].[n:32]1([O:33][C:34]([N:35]([CH3:36])[CH3:37])=[N+:38]([CH3:39])[CH3:40])[c:41]2[cH:42][cH:43][cH:44][cH:45][c:46]2[n:47][n:48]1>>[CH:1]1([N:6]2[CH2:7][CH2:8][N:9]([C:12](=[O:13])[c:14]3[cH:15][c:16]4[cH:17][c:18]([C:23](=[O:24])[N:50]5[CH2:49][c:58]6[c:53]([cH:54][cH:55][cH:56][cH:57]6)[CH2:52][CH2:51]5)[nH:19][c:20]4[cH:21][cH:22]3)[CH2:10][CH2:11]2)[CH2:2][CH2:3][CH2:4][CH2:5]1.